From a dataset of the Open Reaction Database (ORD), a public repository of structured organic reaction records. describe an organic reaction: reactants, conditions, products, and yield The reactants are ClC1=C(C=CC=C1)C1CC(CC(C1)=O)=O (5-(2-chlorophenyl)-1,3-cyclohexanedione), Cl.NCC#CC (1-amino-2-butyne hydrochloride), 4A, O1CCCC1 (tetrahydrofuran). Run in C(C)N(CC)CC (triethylamine). Conditions: time 1 hour. Yields the product ClC1=C(C=CC=C1)C1CC(C=2C(=CC=NC2C1)C)=O (7-(2-chlorophenyl)-4-methyl-5,6,7,8-tetrahydroquinoline-5-one). The yield is 15.5%. Reaction SMILES: [Cl:1][C:2]1[CH:7]=[CH:6][CH:5]=[CH:4][C:3]=1[CH:8]1[CH2:13][C:12](=[O:14])[CH2:11][C:10](=O)[CH2:9]1.Cl.[NH2:17][CH2:18][C:19]#[C:20][CH3:21].O1CCCC1>C(N(CC)CC)C>[Cl:1][C:2]1[CH:7]=[CH:6][CH:5]=[CH:4][C:3]=1[CH:8]1[CH2:9][C:10]2[N:17]=[CH:18][CH:19]=[C:20]([CH3:21])[C:11]=2[C:12](=[O:14])[CH2:13]1 |f:1.2|. Procedure: A mixture of 5-(2-chlorophenyl)-1,3-cyclohexanedione (1.1 g), 1-amino-2-butyne hydrochloride (0.5 g), molecular sieve 4A (2 g) and tetrahydrofuran (20 ml) was combined with triethylamine (0.48 g), stirred at room temperature for 1 hour, and then heated under reflux for 12 hours. After cooling, insolubles were filtered off, and the solvent was distilled off under reduced pressure. The residue was stirred at 220° C. for 4 hours. Ethyl acetate and aqueous sodium hydrogen carbonate were added, and t... The reactants are OC1(COC2=C(OC1)C=CC(=C2)O)CNC(C)C (3,7-dihydroxy-3-isopropylaminomethyl-3,4-dihydro-2H-1,5-benzodioxepin), C(C)(C)N1C(OC2(C1)COC1=C(OC2)C=CC(=C1)O)=O (3'-isopropyl-7-hydroxy-3,4-dihydro-2H-1,5-benzodioxepin-3-spiro-5'-oxazolidin-2'-one). Product: C(C)(C)N1C(OC2(C1)COC1=C(OC2)C=CC(=C1)OC)=O (3'-isopropyl-7-methoxy-3,4-dihydro-2H-1,5-benzodioxepin-3-spiro-5'-oxazolidin-2'-one). Reaction SMILES: O[C:2]1(CNC(C)C)COC2C=CC(O)=CC=2OC1.[CH:19]([N:22]1[CH2:26][C:25]2([CH2:32][O:31][C:30]3[CH:33]=[CH:34][C:35]([OH:37])=[CH:36][C:29]=3[O:28][CH2:27]2)[O:24][C:23]1=[O:38])([CH3:21])[CH3:20]>>[CH:19]([N:22]1[CH2:26][C:25]2([CH2:32][O:31][C:30]3[CH:33]=[CH:34][C:35]([O:37][CH3:2])=[CH:36][C:29]=3[O:28][CH2:27]2)[O:24][C:23]1=[O:38])([CH3:21])[CH3:20]. Procedure: This compound is prepared by employing the same reactants, reaction conditions and procedure outlined in Example 90 except the 3,7-dihydroxy-3-isopropylaminomethyl-3,4-dihydro-2H-1,5-benzodioxepin is replaced by an equivalent quantity of 3'-isopropyl-7-hydroxy-3,4-dihydro-2H-1,5-benzodioxepin-3-spiro-5'-oxazolidin-2'-one from Example 94, Step A. Reactants: C(C)(C)(C)OC(=O)N1[C@@H](CC(C1)=NOCC1=CC=C(C=C1)OC)C(=O)O ((2S,4EZ)-1-(tert-butoxycarbonyl)-4-{[(4-methoxybenzyl)oxy]imino}-2-pyrrolidinecarboxylic acid), C1(=CC=C(C=C1)C(=O)O)C1=CC=CC=C1 ([1,1′-biphenyl]-4-carboxylic acid), C(C)N(CCN)CC (N1,N1-diethyl-1,2-ethanediamine). Product: C1(=CC=C(C=C1)C(=O)N1[C@@H](CC(C1)=NOCC1=CC=C(C=C1)OC)C(=O)NCCN(CC)CC)C1=CC=CC=C1 ((2S,4EZ)-1-([1,1′-biphenyl]-4-ylcarbonyl)-N-[2-(diethylamino)ethyl]-4-{[(4-methoxybenzyl)oxy]imino}-2-pyrrolidinecarboxamide). RXN SMILES: C(O[C:6]([N:8]1[CH2:12][C:11](=[N:13][O:14][CH2:15][C:16]2[CH:21]=[CH:20][C:19]([O:22][CH3:23])=[CH:18][CH:17]=2)[CH2:10][C@H:9]1[C:24]([OH:26])=O)=[O:7])(C)(C)C.[C:27]1([C:36]2[CH:41]=[CH:40][CH:39]=[CH:38][CH:37]=2)[CH:32]=[CH:31][C:30](C(O)=O)=[CH:29][CH:28]=1.[CH2:42]([N:44]([CH2:48][CH3:49])[CH2:45][CH2:46][NH2:47])[CH3:43]>>[C:36]1([C:27]2[CH:28]=[CH:29][CH:30]=[CH:31][CH:32]=2)[CH:37]=[CH:38][C:39]([C:6]([N:8]2[CH2:12][C:11](=[N:13][O:14][CH2:15][C:16]3[CH:17]=[CH:18][C:19]([O:22][CH3:23])=[CH:20][CH:21]=3)[CH2:10][C@H:9]2[C:24]([NH:47][CH2:46][CH2:45][N:44]([CH2:48][CH3:49])[CH2:42][CH3:43])=[O:26])=[O:7])=[CH:40][CH:41]=1. Procedure details: Following the general method as outlined in Example 2, starting from (2S,4EZ)-1-(tert-butoxycarbonyl)-4-{[(4-methoxybenzyl)oxy]imino}-2-pyrrolidinecarboxylic acid, [1,1′-biphenyl]-4-carboxylic acid, and N1,N1-diethyl-1,2-ethanediamine the title compound was obtained after column chromatography as an off-white solid as a mixture of E/Z-isomers. Starting materials: C(C)(C)(C)OC(=O)N1[C@@H]([C@H](CC1)O[Si](C)(C)C(C)(C)C)CO ((2R,3S)—N-tert-Butyloxycarbonyl-3-(tert-butyldimethylsilanyloxy)-2-hydroxymethylpyrrolidine), CC(=O)OI1(C=2C=CC=CC2C(=O)O1)(OC(=O)C)OC(=O)C (Dess-Martin periodinane). Run in C(Cl)Cl (CH2Cl2). Run at time 2 hour. Yields the product C(C)(C)(C)OC(=O)N1[C@@H]([C@H](CC1)O[Si](C)(C)C(C)(C)C)C=O ((2S,3S)-3-(tert-Butyldimethylsilanyloxy)-2-formylpyrrolidine-1-carboxylic acid tert-butyl ester). The yield is 94.3%. Reaction SMILES: [C:1]([O:5][C:6]([N:8]1[CH2:12][CH2:11][C@H:10]([O:13][Si:14]([C:17]([CH3:20])([CH3:19])[CH3:18])([CH3:16])[CH3:15])[C@H:9]1[CH2:21][OH:22])=[O:7])([CH3:4])([CH3:3])[CH3:2].CC(OI1(OC(C)=O)(OC(C)=O)OC(=O)C2C=CC=CC1=2)=O>C(Cl)Cl>[C:1]([O:5][C:6]([N:8]1[CH2:12][CH2:11][C@H:10]([O:13][Si:14]([C:17]([CH3:20])([CH3:19])[CH3:18])([CH3:16])[CH3:15])[C@H:9]1[CH:21]=[O:22])=[O:7])([CH3:4])([CH3:3])[CH3:2]. Reported procedure: To (2R,3S)-3-(tert-butyl-dimethylsilanyloxy)-2-hydroxymethyl pyrrolidine-1-carboxylic acid tert-butyl ester (61A) (9.85 g, 29.7 mmol) in CH2Cl2 (200 mL) at 0° C. was added Dess-Martin periodinane. The ice bath was removed and the reaction was warmed to rt. After 2 h, saturated aqueous Na2S2O3 and NaHCO3 (ca. 100 mL each) were added and the reaction mixture was stirred vigorously for 0.5 h. The layers were separated, and the organic layer was washed with a mixture of saturated aqueous Na2S2O3 and... Starting materials: CN(C=O)C (dimethylformamide), CC=1C(=C(C=CC1)O)[N+](=O)[O-] (3-methyl-2-nitrophenol), C([O-])([O-])=O.[K+].[K+] (potassium carbonate), ICC(F)(F)F (1-iodo-2,2,2-trifluoroethane). Run in CCOCC (ether), O (Water). Product: [N+](=O)([O-])C1=C(C=CC=C1OCC(F)(F)F)C (2-nitro-3-(2,2,2-trifluoroethoxy)toluene). Reaction SMILES: CN(C)C=O.[CH3:6][C:7]1[C:8]([N+:14]([O-:16])=[O:15])=[C:9]([OH:13])[CH:10]=[CH:11][CH:12]=1.C(=O)([O-])[O-].[K+].[K+].I[CH2:24][C:25]([F:28])([F:27])[F:26]>CCOCC.O>[N+:14]([C:8]1[C:9]([O:13][CH2:24][C:25]([F:28])([F:27])[F:26])=[CH:10][CH:11]=[CH:12][C:7]=1[CH3:6])([O-:16])=[O:15] |f:2.3.4|. Procedure details: To 50 ml of dimethylformamide containing 7.65 g (50 mmol) of 3-methyl-2-nitrophenol, 13.6 g (100 mmol) of potassium carbonate and 12.6 g (60 mmol) of 1-iodo-2,2,2-trifluoroethane were added, and the mixture was heated at 120° to 130° C. under agitation for 2 hours. Water and ether were added to the reaction mixture, and thereafter, the ether layer was concentrated to obtain 11.2 g of 2-nitro-3-(2,2,2-trifluoroethoxy)toluene as an oil. The reactants are ClC=1C=2N(C3=CC=CC=C3N1)C=CN2 (4-chloroimidazo[1,2-a]quinoxaline), N1CCCCC1 (piperidine). Product: N1(CCCCC1)C=1C=2N(C3=CC=CC=C3N1)C=CN2 (4-(1-piperidinyl)imidazo[1,2-a]quinoxaline). As a reaction SMILES: Cl[C:2]1[C:3]2[N:4]([CH:12]=[CH:13][N:14]=2)[C:5]2[C:10]([N:11]=1)=[CH:9][CH:8]=[CH:7][CH:6]=2.[NH:15]1[CH2:20][CH2:19][CH2:18][CH2:17][CH2:16]1>>[N:15]1([C:2]2[C:3]3[N:4]([CH:12]=[CH:13][N:14]=3)[C:5]3[C:10]([N:11]=2)=[CH:9][CH:8]=[CH:7][CH:6]=3)[CH2:20][CH2:19][CH2:18][CH2:17][CH2:16]1. Procedure: By reaction of 4-chloroimidazo[1,2-a]quinoxaline (example 1) with piperidine, according to a procedure that is similar to that followed in example 3, there is obtained 4-(1-piperidinyl)imidazo[1,2-a]quinoxaline. m.p. (DSC)=108.2° C.(onset); IR (KBr): 3107, 2935, 1517 cm-1 ; 1H NMR (CDCl3): δ7.9 (1H,d, J=2 Hz), 7.75÷7.4 (3H,m), 7.4÷7.1 (2H,m), 4.3 (4H,t), 1.9÷1.6 (6H,m), 7.75÷7.4 (3H,m), 7.4÷7.1 (2H,m), 4.3 (4H,t) 1.9÷1.6 (6H,m); UV (EtOH): λmax =231, 249, 293, 305, 333 nm. Elementary analysis fo... Reactants: BrC1=CC(=C2C(=N1)N(C(=N2)CC)CC2=CC=C(C=C2)C2=C(C=CC=C2)C2=NN=NN2)C (5-bromo-2-ethyl-7-methyl-3-(2'-(tetrazol-5-yl)biphen-4-yl)methyl-3H-imidazo[4,5-b]pyridine), C(#N)[Cu] (CuCN). Solvent: N1=CC=CC=C1 (pyridine). Conditions: temperature 160 celsius, time 4 hour. Yields the product C(#N)C1=CC(=C2C(=N1)N(C(=N2)CC)CC2=CC=C(C=C2)C2=C(C=CC=C2)C2=NN=NN2)C (5-Cyano-2-ethyl-7-methyl-3-(2'-(tetrazol-5-yl)biphen-4-yl)methyl-3H-imidazo[4,5-b]pyridine). Isolated yield 71.5%. As a reaction SMILES: Br[C:2]1[N:7]=[C:6]2[N:8]([CH2:13][C:14]3[CH:19]=[CH:18][C:17]([C:20]4[CH:25]=[CH:24][CH:23]=[CH:22][C:21]=4[C:26]4[NH:30][N:29]=[N:28][N:27]=4)=[CH:16][CH:15]=3)[C:9]([CH2:11][CH3:12])=[N:10][C:5]2=[C:4]([CH3:31])[CH:3]=1.[C:32]([Cu])#[N:33]>N1C=CC=CC=1>[C:32]([C:2]1[N:7]=[C:6]2[N:8]([CH2:13][C:14]3[CH:15]=[CH:16][C:17]([C:20]4[CH:25]=[CH:24][CH:23]=[CH:22][C:21]=4[C:26]4[NH:30][N:29]=[N:28][N:27]=4)=[CH:18][CH:19]=3)[C:9]([CH2:11][CH3:12])=[N:10][C:5]2=[C:4]([CH3:31])[CH:3]=1)#[N:33]. Reported procedure: A mixture of 5-bromo-2-ethyl-7-methyl-3-(2'-(tetrazol-5-yl)biphen-4-yl)methyl-3H-imidazo[4,5-b]pyridine (41 mg), CuCN (80 mg), and pyridine (0.2 mL) was heated with stirring to 160° C. for 4 hours. The pyridine distilled off during the course of the heating. The cooled dark mass was dissolved in 2 mL of 20% aqueous KCN by heating to 50° C. for 15 minutes. Acetic acid (2 mL) (Caution! HCN is evolved.) was added and the mixture was extracted (2×EtOAc). The organic layers were dried (Na2SO4), conce... The reactants are [Cl-].[NH4+] (ammonium chloride), [BH4-].[Na+] (sodium borohydride), C(C1=CC=CC=C1)(=O)O[C@@H]1[C@H]2[C@@H](OC)O[C@@H]1CN2C(=O)OC(C2=CC=CC=C2)=O (Methyl 3-O-benzoyl-N-benzoyloxycarbonyl-2,5-dideoxy-2,5-imino-α-D-lyxofuranoside). Solvent: O (water), FC(C(=O)O)(F)F.O (trifluoroacetic acid water), O (water). Conditions: time 15 minute. Product: C(C1=CC=CC=C1)(=O)O[C@@H]1[C@H](N(C[C@H]1O)C(=O)OCC1=CC=CC=C1)CO (Benzyl (2R,3R,4R)-3-benzoyloxy-4-hydroxy-2-(hydroxymethyl)pyrrolidine-1-carboxylate). Isolated yield 92.6%. RXN SMILES: [C:1]([O:9][C@H:10]1[C@H:16]2[CH2:17][N:18]([C:19]([O:21][C:22](=O)[C:23]3[CH:28]=[CH:27][CH:26]=[CH:25][CH:24]=3)=[O:20])[C@@H:11]1[C@H:12]([O:15]2)[O:13]C)(=[O:8])[C:2]1[CH:7]=[CH:6][CH:5]=[CH:4][CH:3]=1.[BH4-].[Na+].[Cl-].[NH4+]>FC(F)(F)C(O)=O.O.O>[C:1]([O:9][C@H:10]1[C@H:16]([OH:15])[CH2:17][N:18]([C:19]([O:21][CH2:22][C:23]2[CH:28]=[CH:27][CH:26]=[CH:25][CH:24]=2)=[O:20])[C@@H:11]1[CH2:12][OH:13])(=[O:8])[C:2]1[CH:7]=[CH:6][CH:5]=[CH:4][CH:3]=1 |f:1.2,3.4,5.6|. Procedure: The compound (15.8 g, 41.3 mmol) synthesized in Example 1 (1g) was dissolved in trifluoroacetic acid:water (4:1, 160 mL) and the mixture was stirred at room temperature for 15 minutes. After water (200 mL) was added to the reaction mixture at 0° C. and the mixture was extracted with methylene chloride (300 mL), the organic layer was washed with saturated aqueous sodium hydrogencarbonate (200 mL) and saturated brine (200 mL) and dried with anhydrous sodium sulfate, followed by distilling off of t...